Dataset: the Open Reaction Database (ORD), a public repository of structured organic reaction records. Task: describe an organic reaction: reactants, conditions, products, and yield Reactants: C1CCOC1, CO, [Li+], COC(=O)c1ccc(C2=CCOc3ccccc32)cc1, [OH-], O, O. Yields the product O=C(O)c1ccc(C2=CCOc3ccccc32)cc1. Reaction SMILES: [CH2:25]1[O:26][CH2:27][CH2:28][CH2:29]1.[CH3:30][OH:31].[Li+:3].[O:4]1[CH2:5][CH:6]=[C:7]([c:14]2[cH:15][cH:16][c:17]([C:18](=[O:19])[O:20][CH3:21])[cH:22][cH:23]2)[c:8]2[cH:9][cH:10][cH:11][cH:12][c:13]21.[OH-:2].[OH2:1].[OH2:24]>>[O:4]1[CH2:5][CH:6]=[C:7]([c:14]2[cH:15][cH:16][c:17]([C:18](=[O:19])[OH:20])[cH:22][cH:23]2)[c:8]2[cH:9][cH:10][cH:11][cH:12][c:13]21.